This data is from the Open Reaction Database (ORD), a public repository of structured organic reaction records. The task is: describe an organic reaction: reactants, conditions, products, and yield Reactants: C(C)(C)(C)OC(CC(CCC(=O)O)C(=O)OC)=O (3-Methoxycarbonyl-hexanedioic acid 1-tert-butyl ester), C=1C=CC2=C(C1)N=NN2O (HOBt), C(C1=CC=CC=C1)(C1=CC=CC=C1)(C1=CC=CC=C1)ON (O-trityl hydroxylamine), CC(N=C=NC(C)C)C (DIC). The solvent is CN(C)C=O (DMF). Reaction conditions: time 24 hour. The product is COC(C(CC(=O)OC(C)(C)C)CCC(NOC(C1=CC=CC=C1)(C1=CC=CC=C1)C1=CC=CC=C1)=O)=O (2-Trityloxycarbamoyl-ethyl-succinic acid 4-tert-butyl ester 1-methyl ester). RXN SMILES: [C:1]([O:5][C:6](=[O:18])[CH2:7][CH:8]([C:14]([O:16][CH3:17])=[O:15])[CH2:9][CH2:10][C:11]([OH:13])=O)([CH3:4])([CH3:3])[CH3:2].C1C=CC2N(O)N=NC=2C=1.[C:29]([O:48][NH2:49])([C:42]1[CH:47]=[CH:46][CH:45]=[CH:44][CH:43]=1)([C:36]1[CH:41]=[CH:40][CH:39]=[CH:38][CH:37]=1)[C:30]1[CH:35]=[CH:34][CH:33]=[CH:32][CH:31]=1.CC(C)N=C=NC(C)C>CN(C=O)C>[CH3:17][O:16][C:14](=[O:15])[CH:8]([CH2:9][CH2:10][C:11](=[O:13])[NH:49][O:48][C:29]([C:30]1[CH:35]=[CH:34][CH:33]=[CH:32][CH:31]=1)([C:42]1[CH:43]=[CH:44][CH:45]=[CH:46][CH:47]=1)[C:36]1[CH:37]=[CH:38][CH:39]=[CH:40][CH:41]=1)[CH2:7][C:6]([O:5][C:1]([CH3:2])([CH3:3])[CH3:4])=[O:18]. Procedure: To a solution of the compound of example 64 (1.10 g, 4.19 mmol) and HOBt (0.70 g, 5.03 mmol) in DMF (5 mL) were added O-trityl hydroxylamine (1.82 g, 6.28 mmol) and DIC (800 μL), respectively. The reaction mixture was stirred for 24 h at room temperature. The reaction mixture was partitioned between HCl (1N, excess) and ethyl acetate. The aqueous phase was extracted several times with ethyl acetate. The recombined organic layer was washed with brine, saturated sodium bicarbonate, and brine. The ... The reactants are [H-].[Al+3].[Li+].[H-].[H-].[H-] (lithium aluminum hydride), C([O-])([O-])=O.[K+].[K+] (potassium carbonate), Cl.COC1=CC=C(C=C1)C1C=C2CCN(CC2C2C1C(=O)OC2=O)C (1,2,3,4,6,7,8,8a-octahydro-6-(p-methoxyphenyl)-2-methyl-7,8-isoquinoline-dicarboxylic acid anhydride hydrochloride), CCOCC (ether). Solvent: O1CCOCC1 (dioxane). Product: COC1=CC=C(C=C1)C1C=C2CCN(CC2C(C1CO)CO)C (1,2,3,4,6,7,8,8a-octahydro-6-(p-methoxyphenyl)-2-methyl-7,8-isoquinolinedimethanol). The yield is 60.7%. As a reaction SMILES: [H-].[Al+3].[Li+].[H-].[H-].[H-].CCOCC.Cl.[CH3:13][O:14][C:15]1[CH:20]=[CH:19][C:18]([CH:21]2[CH:30]3[C:31]([O:33][C:34](=O)[CH:29]3[CH:28]3[C:23]([CH2:24][CH2:25][N:26]([CH3:36])[CH2:27]3)=[CH:22]2)=[O:32])=[CH:17][CH:16]=1.C(=O)([O-])[O-].[K+].[K+]>O1CCOCC1>[CH3:13][O:14][C:15]1[CH:16]=[CH:17][C:18]([CH:21]2[CH:30]([CH2:31][OH:32])[CH:29]([CH2:34][OH:33])[CH:28]3[C:23]([CH2:24][CH2:25][N:26]([CH3:36])[CH2:27]3)=[CH:22]2)=[CH:19][CH:20]=1 |f:0.1.2.3.4.5,7.8,9.10.11|. Procedure details: To a slurry of 15 g lithium aluminum hydride in 800 ml. ether and 400 ml. dioxane is added 15 g (0.041 moles) 1,2,3,4,6,7,8,8a-octahydro-6-(p-methoxyphenyl)-2-methyl-7,8-isoquinoline-dicarboxylic acid anhydride hydrochloride slowly with stirring under nitrogen. This mixture is refluxed ovenight. Saturated potassium carbonate solution is added until the solution is white. This is filtered and washed with hot dioxane. The organics are combined and evaporated to yield 7.9 g (61%) crude 1,2,3,4,6,7,... Product: CS(=O)(=O)NC1=CC=C(CN2C(=C(C3=CC=CC=C23)C2=CC=CC=C2)C(=O)O)C=C1 (1-{4-[(methylsulfonyl)amino]benzyl}-3-phenyl-1H-indole-2-carboxylic acid). RXN SMILES: C([O:3][C:4](C1NC2C(C=1)=CC=CC=2)=[O:5])C.[N+:15]([C:18]1[CH:39]=[CH:38][C:21]([CH2:22][N:23]2[C:31]3[C:26](=[CH:27][CH:28]=[CH:29][CH:30]=3)[C:25]([C:32]3[CH:37]=[CH:36][CH:35]=[CH:34][CH:33]=3)=[CH:24]2)=[CH:20][CH:19]=1)([O-])=O.[CH3:40][S:41](Cl)(=[O:43])=[O:42]>>[CH3:40][S:41]([NH:15][C:18]1[CH:39]=[CH:38][C:21]([CH2:22][N:23]2[C:31]3[C:26](=[CH:27][CH:28]=[CH:29][CH:30]=3)[C:25]([C:32]3[CH:37]=[CH:36][CH:35]=[CH:34][CH:33]=3)=[C:24]2[C:4]([OH:3])=[O:5])=[CH:20][CH:19]=1)(=[O:43])=[O:42] |f:0.1|. Procedure details: The title compound was prepared from 1-(4-nitro-benzyl)-3-phenyl-1H-indole indolecarboxylic acid ethyl ester and methanesulfonyl chloride followed the procedure of Example 3 Step 2 as an off-white solid: 1H NMR (DMSO-d6) δ 2.94 (s, 3H), 5.80 (s, 2H), 7.05-7.15 (m, 5H), 7.31-7.38 (m, 2H), 7.43-7.47 (m, 5H), 7.62 (d, J=8.4 Hz, 1H), 9.68 (br s, 1H), 12.87 (br s, 1H); MS (ESI) m/z 419 ([M−H]−); HRMS calcd for C23H19N2O4S: 419.1068; found (ESI−): 419.1074. Reactants: C(C)OC(=O)C=1NC2=CC=CC=C2C1.[N+](=O)([O-])C1=CC=C(CN2C=C(C3=CC=CC=C23)C2=CC=CC=C2)C=C1 (1-(4-nitro-benzyl)-3-phenyl-1H-indole indolecarboxylic acid ethyl ester), CS(=O)(=O)Cl (methanesulfonyl chloride). Reactants: N(NC1=CC=CC=C1)C1=CC=CC=C1 (hydrazobenzene), S(O)(O)(=O)=O (sulfuric acid), [N+](=O)([O-])C1=C(C=CC=C1)S(=O)(=O)O (2-nitrobenzenesulfonic acid), [N+](=O)([O-])C=1C=C(C=CC1)S(=O)(=O)O (3-nitrobenzenesulfonic acid), [OH-].[Na+] (sodium hydroxide). The reagents and catalysts are [Zn] (zinc). Yields the product NC1=CC=C(C=C1)C1=CC=C(C=C1)N (4,4′-diaminobiphenyl). As a reaction SMILES: [N+:1]([C:4]1[CH:9]=[CH:8][CH:7]=[CH:6][C:5]=1S(O)(=O)=O)([O-])=O.[N+:14]([C:17]1[CH:18]=[C:19](S(O)(=O)=O)[CH:20]=[CH:21][CH:22]=1)([O-])=O.[OH-].[Na+].N(C1C=CC=CC=1)NC1C=CC=CC=1.S(=O)(=O)(O)O>[Zn]>[NH2:1][C:4]1[CH:9]=[CH:8][C:7]([C:20]2[CH:19]=[CH:18][C:17]([NH2:14])=[CH:22][CH:21]=2)=[CH:6][CH:5]=1 |f:2.3|. Reported procedure: A 2-nitrobenzenesulfonic acid derivative (e.g. sodium 2-nitrobenzenesulfonate) or a 3-nitrobenzenesulfonic acid derivative (e.g. sodium 3-nitrobenzenesulfonate) is treated with zinc dust in the presence of an alkali (e.g. sodium hydroxide) and the resulting hydrazobenzene derivative is treated with sulfuric acid to give the corresponding 4,4′-diaminobiphenyl derivative. This is diazotized using sodium nitrite under acidic conditions in the presence of hydrochloric acid, followed by reaction with...